The task is: describe an organic reaction: reactants, conditions, products, and yield. This data is from the Open Reaction Database (ORD), a public repository of structured organic reaction records. Reactants: CC(C)C1=C(C(=CC=C1)C(C)C)CC(=O)C=1C(=C(C(=CC1)C(C)C)OS(N)(=O)=O)C(C)C (Sulfamic acid[[2,6-bis(1-methylethyl)phenyl]acetyl]-2,6-bis(1-methylethyl)phenyl ester), C(C)(C)C1=C(C(=CC=C1)C(C)C)CC(=O)O (2,6-diisopropylphenylacetic acid), C1(CCCCC1)CC(=O)O (cyclohexylacetic acid). The product is C1(CCCCC1)CC(=O)C=1C(=C(C(=CC1)C(C)C)OS(N)(=O)=O)C(C)C (sulfamic acid(cyclohexylacetyl)-2,6-bis(1-methylethyl)phenyl ester). Reaction SMILES: CC([C:4]1[CH:9]=[CH:8][CH:7]=[C:6](C(C)C)[C:5]=1[CH2:13][C:14]([C:16]1[C:17]([CH:30]([CH3:32])[CH3:31])=[C:18]([O:25][S:26](=[O:29])(=[O:28])[NH2:27])[C:19]([CH:22]([CH3:24])[CH3:23])=[CH:20][CH:21]=1)=[O:15])C.C(C1C=CC=C(C(C)C)C=1CC(O)=O)(C)C.C1(CC(O)=O)CCCCC1>>[CH:5]1([CH2:13][C:14]([C:16]2[C:17]([CH:30]([CH3:32])[CH3:31])=[C:18]([O:25][S:26](=[O:28])(=[O:29])[NH2:27])[C:19]([CH:22]([CH3:24])[CH3:23])=[CH:20][CH:21]=2)=[O:15])[CH2:6][CH2:7][CH2:8][CH2:9][CH2:4]1. Reported procedure: This compound was prepared in the same manner as for the title compound of Example 1, except that 2,6-diisopropylphenylacetic acid was replaced with cyclohexylacetic acid; 1H NMR (CDCl3): δ 8.35 (s, 1H), 7.1-7.3 (m, 3H), 3.3-3.45 (m, 2H), 2.35 (d, 2H), 1.55-1.95 (m, 8H), 1.22 (d, 12H) , 0.9-1.1 (m, 2H), ppm. The product is BrC1=CC2=C(C(C3=C(C=C2)C=CC=C3)COS(=O)(=O)C3=CC=C(C=C3)C)C=C1 (2-Bromo-5-p-toluenesulphonyloxymethyl-dibenzo [a,d]cycloheptene). Procedure details: To a solution of 2-bromo-5-hydroxymethyl-dibenzo [a,d]cycloheptene (6.1 g) in dry dichloromethane (60 ml) was added p-toluenesulphonyl chloride (4.9 g). pyridine (4 g) and 4-dimethylamino pyridine (100 mg). The reaction mixture was refluxed for 14 h, cooled, washed with water (2×50 ml), dried (Na2SO4), filtered and concentrated in vacuo. The residue. was purified by flash silica chromatography using 10% ethyl acetate in hexane as eluent to give the title compound as a colourless oil (8.2 g). δ (... RXN SMILES: [Br:1][C:2]1[CH:18]=[CH:17][C:5]2[CH:6]([CH2:15][OH:16])[C:7]3[CH:14]=[CH:13][CH:12]=[CH:11][C:8]=3[CH:9]=[CH:10][C:4]=2[CH:3]=1.[C:19]1([CH3:29])[CH:24]=[CH:23][C:22]([S:25](Cl)(=[O:27])=[O:26])=[CH:21][CH:20]=1.N1C=CC=CC=1>ClCCl.CN(C)C1C=CN=CC=1>[Br:1][C:2]1[CH:18]=[CH:17][C:5]2[CH:6]([CH2:15][O:16][S:25]([C:22]3[CH:23]=[CH:24][C:19]([CH3:29])=[CH:20][CH:21]=3)(=[O:27])=[O:26])[C:7]3[CH:14]=[CH:13][CH:12]=[CH:11][C:8]=3[CH:9]=[CH:10][C:4]=2[CH:3]=1. Starting materials: BrC1=CC2=C(C(C3=C(C=C2)C=CC=C3)CO)C=C1 (2-bromo-5-hydroxymethyl-dibenzo [a,d]cycloheptene), C1(=CC=C(C=C1)S(=O)(=O)Cl)C (p-toluenesulphonyl chloride), N1=CC=CC=C1 (pyridine). Solvent: ClCCl (dichloromethane). Isolated yield 88.9%. Reagents/catalysts: CN(C1=CC=NC=C1)C (4-dimethylamino pyridine). Reactants: C1COCCO1, ClCCl, Cc1cc(C(F)(F)F)cc(N2CCN(C(=O)C3(C(C)C)CCC(NC(=O)OC(C)(C)C)C3)CC2)n1, Cl. Yields the product Cc1cc(C(F)(F)F)cc(N2CCN(C(=O)C3(C(C)C)CCC(N)C3)CC2)n1. As a reaction SMILES: [CH2:36]1[O:37][CH2:38][CH2:39][O:40][CH2:41]1.[CH2:43]([Cl:44])[Cl:45].[CH:1]([CH3:2])([CH3:3])[C:4]1([C:17](=[O:18])[N:19]2[CH2:20][CH2:21][N:22]([c:25]3[n:26][c:27]([CH3:35])[cH:28][c:29]([C:31]([F:32])([F:33])[F:34])[cH:30]3)[CH2:23][CH2:24]2)[CH2:5][CH:6]([NH:9][C:10](=[O:11])[O:12][C:13]([CH3:14])([CH3:15])[CH3:16])[CH2:7][CH2:8]1.[ClH:42]>>[CH:1]([CH3:2])([CH3:3])[C:4]1([C:17](=[O:18])[N:19]2[CH2:20][CH2:21][N:22]([c:25]3[n:26][c:27]([CH3:35])[cH:28][c:29]([C:31]([F:32])([F:33])[F:34])[cH:30]3)[CH2:23][CH2:24]2)[CH2:5][CH:6]([NH2:9])[CH2:7][CH2:8]1. RXN SMILES: Cl[C:2]1[CH:7]=[C:6]([NH:8][C:9]2[CH:10]=[CH:11][CH:12]=[C:13]3[C:18]=2[C:17](=[O:19])[N:16]([CH3:20])[CH2:15][CH2:14]3)[C:5]([Cl:21])=[CH:4][N:3]=1.[F:22][CH:23]([F:31])[N:24]1[CH:28]=[C:27]([NH2:29])[C:26]([CH3:30])=[N:25]1>>[Cl:21][C:5]1[C:6]([NH:8][C:9]2[CH:10]=[CH:11][CH:12]=[C:13]3[C:18]=2[C:17](=[O:19])[N:16]([CH3:20])[CH2:15][CH2:14]3)=[CH:7][C:2]([NH:29][C:27]2[C:26]([CH3:30])=[N:25][N:24]([CH:23]([F:31])[F:22])[CH:28]=2)=[N:3][CH:4]=1. Product: ClC=1C(=CC(=NC1)NC=1C(=NN(C1)C(F)F)C)NC=1C=CC=C2CCN(C(C12)=O)C (8-[[5-chloro-2-[[1-(difluoromethyl)-3-methyl-pyrazol-4-yl]amino]-4-pyridyl]amino]-2-methyl-3,4-dihydroisoquinolin-1-one). Reactants: ClC1=NC=C(C(=C1)NC=1C=CC=C2CCN(C(C12)=O)C)Cl (8-[(2,5-dichloropyridin-4-yl)amino]-2-methyl-3,4-dihydroisoquinolin-1-one), FC(N1N=C(C(=C1)N)C)F (1-(difluoromethyl)-3-methyl-pyrazol-4-amine). Procedure: This compound was prepared from 8-[(2,5-dichloropyridin-4-yl)amino]-2-methyl-3,4-dihydroisoquinolin-1-one and 1-(difluoromethyl)-3-methyl-pyrazol-4-amine. Column chromatography (SiO2, 50 equiv.; 50:50; EtOAc:MeOH) followed by re-crystallisation from warm MeOH (1-2 mL) furnished 64 mg of the desired product. Starting materials: CC(O)c1c(Cl)ccc(Cl)c1Cl, O=[N+]([O-])c1ccc(F)c(F)c1, [H-], [Na+]. The product is CC(Oc1ccc([N+](=O)[O-])cc1F)c1c(Cl)ccc(Cl)c1Cl. As a reaction SMILES: [Cl:3][c:4]1[c:5]([CH:12]([CH3:13])[OH:14])[c:6]([Cl:11])[cH:7][cH:8][c:9]1[Cl:10].[F:15][c:16]1[c:17]([F:25])[cH:18][c:19]([N+:22](=[O:23])[O-:24])[cH:20][cH:21]1.[H-:1].[Na+:2]>>[Cl:3][c:4]1[c:5]([CH:12]([CH3:13])[O:14][c:16]2[c:17]([F:25])[cH:18][c:19]([N+:22](=[O:23])[O-:24])[cH:20][cH:21]2)[c:6]([Cl:11])[cH:7][cH:8][c:9]1[Cl:10]. The reactants are S1C=C(C=C1)C1=CC=C(C=C1)N (4-thiophen-3-yl-phenylamine), CCN=C=NCCCN(C)C (EDCI), C=1C=CC2=C(C1)N=NN2O (HOBT), BrC1=C(C(=O)N2CCN(CC2)C(CC(=O)O)=O)C=CC=C1 (3-[4-(2-bromo-benzoyl)-piperazin-1-yl]-3-oxo-propionic acid). The reagents and catalysts are CN(C)C=1C=CN=CC1 (DMAP). Run in O (water), CN(C)C=O (DMF). Reaction conditions: time 2 minute. Yields the product BrC1=C(C(=O)N2CCN(CC2)C(CC(=O)NC2=CC=C(C=C2)C2=CSC=C2)=O)C=CC=C1 (3-[4-(2-bromo-benzoyl)-piperazin-1-yl]-3-oxo-N-(4-thiophen-3-yl-phenyl)-propionamide). Isolated yield 19.1%. RXN SMILES: [Br:1][C:2]1[CH:21]=[CH:20][CH:19]=[CH:18][C:3]=1[C:4]([N:6]1[CH2:11][CH2:10][N:9]([C:12](=[O:17])[CH2:13][C:14]([OH:16])=O)[CH2:8][CH2:7]1)=[O:5].CCN=C=NCCCN(C)C.C1C=CC2N(O)N=NC=2C=1.[S:43]1[CH:47]=[CH:46][C:45]([C:48]2[CH:53]=[CH:52][C:51]([NH2:54])=[CH:50][CH:49]=2)=[CH:44]1>CN(C1C=CN=CC=1)C.CN(C=O)C.O>[Br:1][C:2]1[CH:21]=[CH:20][CH:19]=[CH:18][C:3]=1[C:4]([N:6]1[CH2:7][CH2:8][N:9]([C:12](=[O:17])[CH2:13][C:14]([NH:54][C:51]2[CH:50]=[CH:49][C:48]([C:45]3[CH:46]=[CH:47][S:43][CH:44]=3)=[CH:53][CH:52]=2)=[O:16])[CH2:10][CH2:11]1)=[O:5]. Procedure details: DMAP (104 mg, 0.85 mmol) was added to 3-[4-(2-bromo-benzoyl)-piperazin-1-yl]-3-oxo-propionic acid (167 mg, 0.47 mmol) in DMF (2 mL) followed by EDCI (90 mg, 0.47 mmol) and HOBT (63 mg, 0.47 mmol). After 2 minutes, 4-thiophen-3-yl-phenylamine (75 mg, 0.43 mmol) was added and stirring was continued at room temperature overnight. Cold water was added and the formed precipitate was collected. Purification by preparative HPLC afforded 42 mg (19.2% yield) of 3-[4-(2-bromo-benzoyl)-piperazin-1-yl]-3-ox... Starting materials: CC(CSC)(C)NC(C=1C(C(=O)NC2=C(C=C(C=C2)C(C(F)(F)F)C(F)(F)F)C)=CC=CC1I)=O (N2-(1,1-dimethyl-2-methylthioethyl)-3-iodo-N1-{2-methyl-4-[2,2,2-trifluoro-1-(trifluoromethyl)ethyl]phenyl}phthalamide), ClC1=CC(=CC=C1)C(=O)OO (meta-chloroperbenzoic acid). The solvent is C(Cl)(Cl)Cl (chloroform). Run at temperature 0 celsius, time 1 hour. Yields the product CC(CS(=O)C)(C)NC(C=1C(C(=O)NC2=C(C=C(C=C2)C(C(F)(F)F)C(F)(F)F)C)=CC=CC1I)=O (N2-(1,1-dimethyl-2-methylsulfinyl ethyl)-3-iodo-N1-[2-methyl-4-{2,2,2-trifluoro-1-(trifluoromethyl)ethyl}phenyl]phthalamide). Yield: 69.4%. RXN SMILES: [CH3:1][C:2]([NH:7][C:8](=[O:35])[C:9]1[C:10](=[CH:30][CH:31]=[CH:32][C:33]=1[I:34])[C:11]([NH:13][C:14]1[CH:19]=[CH:18][C:17]([CH:20]([C:25]([F:28])([F:27])[F:26])[C:21]([F:24])([F:23])[F:22])=[CH:16][C:15]=1[CH3:29])=[O:12])([CH3:6])[CH2:3][S:4][CH3:5].ClC1C=CC=C(C(OO)=[O:44])C=1>C(Cl)(Cl)Cl>[CH3:6][C:2]([NH:7][C:8](=[O:35])[C:9]1[C:10](=[CH:30][CH:31]=[CH:32][C:33]=1[I:34])[C:11]([NH:13][C:14]1[CH:19]=[CH:18][C:17]([CH:20]([C:21]([F:23])([F:22])[F:24])[C:25]([F:28])([F:26])[F:27])=[CH:16][C:15]=1[CH3:29])=[O:12])([CH3:1])[CH2:3][S:4]([CH3:5])=[O:44]. Procedure details: In 10 ml of chloroform was dissolved 0.63 g (1.0 mmol) of N2-(1,1-dimethyl-2-methylthioethyl)-3-iodo-N1-{2-methyl-4-[2,2,2-trifluoro-1-(trifluoromethyl)ethyl]phenyl}phthalamide, and the resulting solution was cooled to 0° C. To the solution was added 0.19 g (1.1 mmol) of meta-chloroperbenzoic acid. After stirring for one hour, the reaction mixture was washed with 10% aqueous solution of potassium carbonate and dried on anhydrous magnesium sulfate, and the solvent was dissolved off under reduced ... Starting materials: BrC1=C(C=CC(=C1)F)CC#N (2-(2-bromo-4-fluorophenyl)acetonitrile), [OH-].[K+] (potassium hydroxide), Cl.NO (hydroxylamine hydrochloride), C(C#CC(=O)OC)(=O)OC (dimethyl but-2-ynedioate). Run in CO (MeOH), CO (methanol), CO (methanol). Reaction conditions: temperature 60 celsius, time 24 hour. Yields the product COC(=O)C=1N=C(NC(C1O)=O)CC1=C(C=C(C=C1)F)Br (2-(2-bromo-4-fluoro-benzyl)-5-hydroxy-6-oxo-1,6-dihydro-pyrimidine-4-carboxylic acid methyl ester). The yield is 12.6%. As a reaction SMILES: [OH-:1].[K+].Cl.[NH2:4]O.[Br:6][C:7]1[CH:12]=[C:11]([F:13])[CH:10]=[CH:9][C:8]=1[CH2:14][C:15]#[N:16].[C:17]([O:25][CH3:26])(=[O:24])[C:18]#[C:19][C:20](OC)=[O:21]>CO>[CH3:26][O:25][C:17]([C:18]1[N:16]=[C:15]([CH2:14][C:8]2[CH:9]=[CH:10][C:11]([F:13])=[CH:12][C:7]=2[Br:6])[NH:4][C:20](=[O:21])[C:19]=1[OH:1])=[O:24] |f:0.1,2.3|. Procedure details: A solution of potassium hydroxide (18.7 ml, 18.7 mmol) in methanol and hydroxylamine hydrochloride (18.7 ml, 18.7 mmol) in methanol were mixed, filtered and added to 2-(2-bromo-4-fluorophenyl)acetonitrile (1 g, 4.67 mmol) in MeOH and stirred at 60° C. for 24 h, evaporated to dryness. The residue was dissolved in chloroform (30.0 ml) and to this was added dimethyl but-2-ynedioate (730 mg, 5.14 mmol). The mixture was stirred at 60° C. for 24 h, cooled and evaporated to dryness. The residue was dis... The reactants are N#Cc1ccc(Cl)nc1, [H-], [Na+], CN(C)C=O, OCc1c(-c2ccccn2)noc1C=Cc1ccccc1. The product is N#Cc1ccc(OCc2c(-c3ccccn3)noc2C=Cc2ccccc2)nc1. Reaction SMILES: [Cl:22][c:23]1[cH:24][cH:25][c:26]([C:29]#[N:30])[cH:27][n:28]1.[H-:31].[Na+:32].[O:33]=[CH:34][N:35]([CH3:36])[CH3:37].[n:1]1[c:2](-[c:7]2[n:8][o:9][c:10]([CH:14]=[CH:15][c:16]3[cH:17][cH:18][cH:19][cH:20][cH:21]3)[c:11]2[CH2:12][OH:13])[cH:3][cH:4][cH:5][cH:6]1>>[n:1]1[c:2](-[c:7]2[n:8][o:9][c:10]([CH:14]=[CH:15][c:16]3[cH:17][cH:18][cH:19][cH:20][cH:21]3)[c:11]2[CH2:12][O:13][c:23]2[cH:24][cH:25][c:26]([C:29]#[N:30])[cH:27][n:28]2)[cH:3][cH:4][cH:5][cH:6]1. Reactants: ClC1=CC=C(C=C1)CNC(=O)C=1C=NC2=C(C=C(C=C2C1O)I)F (N-[(4-Chlorophenyl)methyl]-8-fluoro-4-hydroxy-6-iodo-3-quinolinecarboxamide), CC1=C(C=CC=C1)P(C2=C(C=CC=C2)C)C3=C(C=CC=C3)C (P(o-tolyl)3), C(C=C)#N (acrylonitrile), Cl (HCl). The reagents and catalysts are CC(=O)[O-].CC(=O)[O-].[Pd+2] (Pd(OAc)2). Run in CN(C)C=O (DMF), CCN(CC)CC (NEt3). Conditions: temperature 100 celsius. The product is eluent, ClC1=CC=C(CNC(=O)C=2C=NC3=C(C=C(C=C3C2O)\C=C\C#N)F)C=C1 (N-(4-Chlorobenzyl)-6-[(E)-2-cyanoethenyl]-8-fluoro-4-hydroxy-3-quinolinecarboxamide). Yield: 74.0%. Reaction SMILES: [Cl:1][C:2]1[CH:7]=[CH:6][C:5]([CH2:8][NH:9][C:10]([C:12]2[CH:13]=[N:14][C:15]3[C:20]([C:21]=2[OH:22])=[CH:19][C:18](I)=[CH:17][C:16]=3[F:24])=[O:11])=[CH:4][CH:3]=1.CC1C=CC=CC=1P(C1C=CC=CC=1C)C1C=CC=CC=1C.[C:47](#[N:50])[CH:48]=[CH2:49].Cl>CC([O-])=O.CC([O-])=O.[Pd+2].CN(C=O)C.CCN(CC)CC>[Cl:1][C:2]1[CH:7]=[CH:6][C:5]([CH2:8][NH:9][C:10]([C:12]2[CH:13]=[N:14][C:15]3[C:20]([C:21]=2[OH:22])=[CH:19][C:18](/[CH:49]=[CH:48]/[C:47]#[N:50])=[CH:17][C:16]=3[F:24])=[O:11])=[CH:4][CH:3]=1 |f:4.5.6|. Procedure: A sealed tube was charged with N-(4-chlorobenzyl)-8-fluoro-4-hydroxy-6-iodo-3-quinolinecarboxamide from Example 5 (0.76 g), Pd(OAc)2 (0.0070 g), P(o-tolyl)3 (0.033 g), acrylonitrile (0.14 mL), NEt3 (0.59 mL), and DMF (4 mL). The tube was capped tightly and heated at 100° C. overnight behind a blast shield. The reaction was cooled to room temperature and poured into 20 mL 1N HCl. The resulting solid was filtered, dissolved in hot EtOH, and adsorbed onto silica. Chromatography on a Biotage Flash 4...